This data is from the Open Reaction Database (ORD), a public repository of structured organic reaction records. The task is: describe an organic reaction: reactants, conditions, products, and yield Reactants: Cl (hydrochloric acid), C(C)(=O)O (acetic acid), C(C)(C)(C)NC1=C(C=C(C(=N1)N1C=C(C(C2=CC(=C(C(=C12)Cl)F)F)=O)C(=O)OCC)Cl)F (ethyl 1-[6-(t-butylamino)-3-chloro-5-fluoropyridine-2-yl]-8-chloro-6,7-difluoro-4-oxo-1,4-dihydroquinoline-3-carboxylate). Solvent: O (water). Reaction conditions: time 4.5 hour. The product is NC1=C(C=C(C(=N1)N1C=C(C(C2=CC(=C(C(=C12)Cl)F)F)=O)C(=O)O)Cl)F (1-(6-amino-3-chloro-5-fluoropyridine-2-yl)-8-chloro-6,7-difluoro-4-oxo-1,4-dihydroquinoline-3-carboxylic acid). Isolated yield 92.2%. RXN SMILES: Cl.C(O)(=O)C.C([NH:10][C:11]1[N:16]=[C:15]([N:17]2[C:26]3[C:21](=[CH:22][C:23]([F:29])=[C:24]([F:28])[C:25]=3[Cl:27])[C:20](=[O:30])[C:19]([C:31]([O:33]CC)=[O:32])=[CH:18]2)[C:14]([Cl:36])=[CH:13][C:12]=1[F:37])(C)(C)C>O>[NH2:10][C:11]1[N:16]=[C:15]([N:17]2[C:26]3[C:21](=[CH:22][C:23]([F:29])=[C:24]([F:28])[C:25]=3[Cl:27])[C:20](=[O:30])[C:19]([C:31]([OH:33])=[O:32])=[CH:18]2)[C:14]([Cl:36])=[CH:13][C:12]=1[F:37]. Procedure details: To a mixed solution (1:1) of 2.5 ml of 4N hydrochloric acid and acetic acid was added 600 mg of ethyl 1-[6-(t-butylamino)-3-chloro-5-fluoropyridine-2-yl]-8-chloro-6,7-difluoro-4-oxo-1,4-dihydroquinoline-3-carboxylate, and the mixture was heated under reflux with stirring for 4.5 hours. After adding 2 ml of distilled water, the solution was allowed to cool and the precipitate was collected by filtration and washed with ethanol and diisopropylether successively to obtain 458 mg of the title compou... The reactants are CC(C)(C)[Si](C)(C)OCCOc1cc(N)c(Br)cc1Cl, Cc1ccccc1, CN(C)c1ccncc1, O=C(Cl)Cl, c1ccncc1. The product is CC(C)(C)[Si](C)(C)OCCOc1cc(N=C=O)c(Br)cc1Cl. As a reaction SMILES: [Br:1][c:2]1[c:3]([NH2:20])[cH:4][c:5]([O:9][CH2:10][CH2:11][O:12][Si:13]([CH3:14])([CH3:15])[C:16]([CH3:17])([CH3:18])[CH3:19])[c:6]([Cl:8])[cH:7]1.[CH3:31][c:32]1[cH:33][cH:34][cH:35][cH:36][cH:37]1.[CH3:38][N:39]([c:40]1[cH:41][cH:42][n:43][cH:44][cH:45]1)[CH3:46].[Cl:27][C:28]([Cl:29])=[O:30].[cH:21]1[cH:22][cH:23][n:24][cH:25][cH:26]1>>[Br:1][c:2]1[c:3]([N:20]=[C:28]=[O:30])[cH:4][c:5]([O:9][CH2:10][CH2:11][O:12][Si:13]([CH3:14])([CH3:15])[C:16]([CH3:17])([CH3:18])[CH3:19])[c:6]([Cl:8])[cH:7]1. The reactants are Fc1ccc2[nH]cc(C3CCNCC3)c2c1, C1COCCO1, CN(C)C1(c2ccccc2)CCC(CNC(=O)Oc2ccccc2)CC1. The product is CN(C)C1(c2ccccc2)CCC(CNC(=O)N2CCC(c3c[nH]c4ccc(F)cc34)CC2)CC1. As a reaction SMILES: [F:27][c:28]1[cH:29][c:30]2[c:31]([CH:37]3[CH2:38][CH2:39][NH:40][CH2:41][CH2:42]3)[cH:32][nH:33][c:34]2[cH:35][cH:36]1.[O:43]1[CH2:44][CH2:45][O:46][CH2:47][CH2:48]1.[c:1]1([O:7][C:8](=[O:2])[NH:9][CH2:10][CH:11]2[CH2:12][CH2:13][C:14]([c:17]3[cH:18][cH:19][cH:20][cH:21][cH:22]3)([N:23]([CH3:24])[CH3:25])[CH2:15][CH2:16]2)[cH:3][cH:4][cH:5][cH:6][cH:26]1>>[O:7]=[C:8]([NH:9][CH2:10][CH:11]1[CH2:12][CH2:13][C:14]([c:17]2[cH:18][cH:19][cH:20][cH:21][cH:22]2)([N:23]([CH3:24])[CH3:25])[CH2:15][CH2:16]1)[N:40]1[CH2:39][CH2:38][CH:37]([c:31]2[c:30]3[cH:29][c:28]([F:27])[cH:36][cH:35][c:34]3[nH:33][cH:32]2)[CH2:42][CH2:41]1. Reactants: ClCCN=C=O (1-Chloro-2-isocyanato-ethane), CC1=C(C=NC=C1)N (4-methyl-pyridin-3-ylamine), CO (MeOH). The solvent is C(Cl)(Cl)Cl (chloroform), C1(=CC=CC=C1)C (toluene). The product is ClCCNC(=O)NC=1C=NC=CC1C (1-(2-chloro-ethyl)-3-(4-methyl-pyridin-3-yl)-urea). Isolated yield 86.1%. Reaction SMILES: [Cl:1][CH2:2][CH2:3][N:4]=[C:5]=[O:6].[CH3:7][C:8]1[CH:13]=[CH:12][N:11]=[CH:10][C:9]=1[NH2:14].CO>C1(C)C=CC=CC=1.C(Cl)(Cl)Cl>[Cl:1][CH2:2][CH2:3][NH:4][C:5]([NH:14][C:9]1[CH:10]=[N:11][CH:12]=[CH:13][C:8]=1[CH3:7])=[O:6]. Procedure: 1-Chloro-2-isocyanato-ethane (5.91 ml, 69.35 mmol) was added dropwise to a stirred solution of 4-methyl-pyridin-3-ylamine (5 g, 46.23 mmol) in toluene (180 mL) at 0° C. The reaction temperature was maintained at room temperature for 5 hours. The reaction was monitored by TLC (5% MeOH in chloroform). The reaction mixture was filtered, washed with toluene and dried under reduced pressure to afford 8.5 g (86% yield) of 1-(2-chloro-ethyl)-3-(4-methyl-pyridin-3-yl)-urea. The reactants are C1CCOC1, CC(C)(C)[O-], COC(=O)CCC(C(N)=O)N1Cc2c(OCc3cccc(OC)c3)cccc2C1=O, [K+]. The product is COc1cccc(COc2cccc3c2CN(C2CCC(=O)NC2=O)C3=O)c1. As a reaction SMILES: [CH2:37]1[O:38][CH2:39][CH2:40][CH2:41]1.[CH3:1][C:2]([CH3:3])([O-:4])[CH3:5].[CH3:7][O:8][C:9]([CH2:10][CH2:11][CH:12]([N:13]1[C:14](=[O:32])[c:15]2[cH:16][cH:17][cH:18][c:19]([O:22][CH2:23][c:24]3[cH:25][c:26]([O:30][CH3:31])[cH:27][cH:28][cH:29]3)[c:20]2[CH2:21]1)[C:33]([NH2:34])=[O:35])=[O:36].[K+:6]>>[O:8]=[C:9]1[CH2:10][CH2:11][CH:12]([N:13]2[C:14](=[O:32])[c:15]3[cH:16][cH:17][cH:18][c:19]([O:22][CH2:23][c:24]4[cH:25][c:26]([O:30][CH3:31])[cH:27][cH:28][cH:29]4)[c:20]3[CH2:21]2)[C:33](=[O:35])[NH:34]1. The reactants are CC(=O)[O-], CCO, CCc1nc(Cl)[nH]c(=O)c1F, [Na+]. The product is CCc1nc[nH]c(=O)c1F. As a reaction SMILES: [CH3:13][C:14](=[O:15])[O-:16].[CH3:17][CH2:18][OH:19].[Cl:1][c:2]1[n:3][c:4]([CH2:10][CH3:11])[c:5]([F:9])[c:6](=[O:8])[nH:7]1.[Na+:12]>>[cH:2]1[n:3][c:4]([CH2:10][CH3:11])[c:5]([F:9])[c:6](=[O:8])[nH:7]1. Reactants: COCOC1=CC2=C(C(C(CO2)(C)C2=CC=C(C=C2)OCOC)C2=CC(=CC=C2)OCCCCSCCCC(C(F)(F)F)(F)F)C=C1 ((3RS,4RS)-7-Methoxymethyloxy-3-[4-(methoxymethyloxy)phenyl]-3-methyl-4-[3-(4-(4,4,5,5,5-pentafluoropentylthio)butyloxy)phenyl]-2,3-dihydro-4H-benzopyran), C1(=CC=C(C=C1)S(=O)(=O)[O-])C.[NH+]1=CC=CC=C1 (pyridinium p-toluenesulfonate), O (water). Run in CO (methanol). Yields the product OC1=CC2=C(C(C(CO2)(C)C2=CC=C(C=C2)O)C2=CC(=CC=C2)OCCCCSCCCC(C(F)(F)F)(F)F)C=C1 ((3RS,4RS)-7-hydroxy-3-(4-hydroxyphenyl)-3-methyl-4-[3-(4-(4,4,5,5,5-pentafluoropentylthio)butyloxy)phenyl]-2,3-dihydro-4H-benzopyran). Yield: 70.0%. RXN SMILES: COC[O:4][C:5]1[CH:47]=[CH:46][C:8]2[CH:9]([C:24]3[CH:29]=[CH:28][CH:27]=[C:26]([O:30][CH2:31][CH2:32][CH2:33][CH2:34][S:35][CH2:36][CH2:37][CH2:38][C:39]([F:45])([F:44])[C:40]([F:43])([F:42])[F:41])[CH:25]=3)[C:10]([C:14]3[CH:19]=[CH:18][C:17]([O:20]COC)=[CH:16][CH:15]=3)([CH3:13])[CH2:11][O:12][C:7]=2[CH:6]=1.C1(C)C=CC(S([O-])(=O)=O)=CC=1.[NH+]1C=CC=CC=1.O>CO>[OH:4][C:5]1[CH:47]=[CH:46][C:8]2[CH:9]([C:24]3[CH:29]=[CH:28][CH:27]=[C:26]([O:30][CH2:31][CH2:32][CH2:33][CH2:34][S:35][CH2:36][CH2:37][CH2:38][C:39]([F:45])([F:44])[C:40]([F:41])([F:42])[F:43])[CH:25]=3)[C:10]([C:14]3[CH:15]=[CH:16][C:17]([OH:20])=[CH:18][CH:19]=3)([CH3:13])[CH2:11][O:12][C:7]=2[CH:6]=1 |f:1.2|. Procedure: (3RS,4RS)-7-Methoxymethyloxy-3-[4-(methoxymethyloxy)phenyl]-3-methyl-4-[3-(4-(4,4,5,5,5-pentafluoropentylthio)butyloxy)phenyl]-2,3-dihydro-4H-benzopyran (274 mg, 0.4 mmol) and pyridinium p-toluenesulfonate (508 mg, 2.02 mmol) were dissolved in methanol (10 ml) and then refluxed for 14 hours. The reaction mixture was cooled to room temperature and then water was added thereto. The reaction solution was extracted with ethyl acetate and the organic layer was washed with water, dried over anhydrous ...